From a dataset of the Open Reaction Database (ORD), a public repository of structured organic reaction records. describe an organic reaction: reactants, conditions, products, and yield The reactants are ClC1=C(C=O)C=CC=C1 (2-chlorobenzaldehyde), NC1=NNC=C1 (3-aminopyrazole), C(CC(=O)C)(=O)OC(C)(C)C (t-butyl acetoacetate). Product: ClC1=C(C=CC=C1)C1C=2C(NC(=C1C(=O)OC(C)(C)C)C)=NNC2 (t-Butyl 4-(2-chlorophenyl)-4,7-dihydro-6-methyl-2H-pyrazolo[3,4-b]pyridine-5-carboxylate). RXN SMILES: [Cl:1][C:2]1[CH:9]=[CH:8][CH:7]=[CH:6][C:3]=1[CH:4]=O.[NH2:10][C:11]1[CH:15]=[CH:14][NH:13][N:12]=1.[C:16]([O:22][C:23]([CH3:26])([CH3:25])[CH3:24])(=[O:21])[CH2:17][C:18]([CH3:20])=O>>[Cl:1][C:2]1[CH:9]=[CH:8][CH:7]=[CH:6][C:3]=1[CH:4]1[C:17]([C:16]([O:22][C:23]([CH3:26])([CH3:25])[CH3:24])=[O:21])=[C:18]([CH3:20])[NH:10][C:11]2=[N:12][NH:13][CH:14]=[C:15]12. Procedure: The title compound was prepared from 2-chlorobenzaldehyde, 3-aminopyrazole and t-butyl acetoacetate in the same manner as in Example 1.